From a dataset of the Open Reaction Database (ORD), a public repository of structured organic reaction records. describe an organic reaction: reactants, conditions, products, and yield The reactants are C(C)(C)(C)OC(N[C@@H](CCCCNC(CC1=CC=C(C=C1)OCC1=CC=CC=C1)=O)CNC(=O)C1=NC(=C(N=C1N)N)Cl)=O (((S)-5-[2-(4-benzyloxy-phenyl)-acetylamino]-1-{[(3,5-diamino-6-chloro-pyrazine-2-carbonyl)-amino]-methyl}-pentyl)-carbamic acid tert-butyl ester), C(=O)(C(F)(F)F)O (TFA). The solvent is C(Cl)Cl (DCM). Product: FC(C(=O)O)(F)F.N[C@H](CNC(=O)C1=NC(=C(N=C1N)N)Cl)CCCCNC(CC1=CC=C(C=C1)OCC1=CC=CC=C1)=O (3,5-Diamino-6-chloro-pyrazine-2-carboxylic acid {(S)-2-amino-6-[2-(4-benzyloxy-phenyl)-acetylamino]-hexyl}-amide trifluoroacetate). RXN SMILES: C(OC(=O)[NH:7][C@H:8]([CH2:31][NH:32][C:33]([C:35]1[C:40]([NH2:41])=[N:39][C:38]([NH2:42])=[C:37]([Cl:43])[N:36]=1)=[O:34])[CH2:9][CH2:10][CH2:11][CH2:12][NH:13][C:14](=[O:30])[CH2:15][C:16]1[CH:21]=[CH:20][C:19]([O:22][CH2:23][C:24]2[CH:29]=[CH:28][CH:27]=[CH:26][CH:25]=2)=[CH:18][CH:17]=1)(C)(C)C.[C:45]([OH:51])([C:47]([F:50])([F:49])[F:48])=[O:46]>C(Cl)Cl>[F:48][C:47]([F:50])([F:49])[C:45]([OH:51])=[O:46].[NH2:7][C@@H:8]([CH2:9][CH2:10][CH2:11][CH2:12][NH:13][C:14](=[O:30])[CH2:15][C:16]1[CH:17]=[CH:18][C:19]([O:22][CH2:23][C:24]2[CH:29]=[CH:28][CH:27]=[CH:26][CH:25]=2)=[CH:20][CH:21]=1)[CH2:31][NH:32][C:33]([C:35]1[C:40]([NH2:41])=[N:39][C:38]([NH2:42])=[C:37]([Cl:43])[N:36]=1)=[O:34] |f:3.4|. Reported procedure: A solution of ((S)-5-[2-(4-benzyloxy-phenyl)-acetylamino]-1-{[(3,5-diamino-6-chloro-pyrazine-2-carbonyl)-amino]-methyl}-pentyl)-carbamic acid tert-butyl ester (0.1 g, 0.16 mmol) in DCM (3 mL) and TFA (1 mL) is stirred at RT for 6 h. The solvent is removed in vacuo and the resulting residue is dissolved in DMSO and purified by reverse phase column chromatography (Isolute™ C18, 0-100% acetonitrile in water-0.1% TFA) to afford the title compound. [M+H]+ 526. 1H NMR (500 MHz, DMSO-d6) δ 8.16 (1H, t)... Reactants: [H][H] (hydrogen), ClC1=CC2=C(C(=NO2)OC(C(=O)OC)C)C=C1[N+](=O)[O-] (methyl 2-[(6-chloro-5-nitro-1,2-benzisoxazol-3-yl)oxy]propionate), Cl (hydrochloric acid). Reagents/catalysts: [Pd] (palladium on activated carbon). Run in C(C)O (ethanol). Product: Cl.NC=1C(=CC2=C(C(=NO2)OC(C(=O)OC)C)C1)Cl (Methyl 2-[(5-amino-6-chloro-1,2-benzisoxazol-3-yl)oxy]propionate, hydrochloride salt). As a reaction SMILES: [Cl:1][C:2]1[C:17]([N+:18]([O-])=O)=[CH:16][C:5]2[C:6]([O:9][CH:10]([CH3:15])[C:11]([O:13][CH3:14])=[O:12])=[N:7][O:8][C:4]=2[CH:3]=1.Cl.[H][H]>[Pd].C(O)C>[ClH:1].[NH2:18][C:17]1[C:2]([Cl:1])=[CH:3][C:4]2[O:8][N:7]=[C:6]([O:9][CH:10]([CH3:15])[C:11]([O:13][CH3:14])=[O:12])[C:5]=2[CH:16]=1 |f:5.6|. Procedure: A suspension of methyl 2-[(6-chloro-5-nitro-1,2-benzisoxazol-3-yl)oxy]propionate (2.0 g, 6.7 mmol), 5% palladium on activated carbon (0.1 g) and concentrated hydrochloric acid (0.6 mL) in ethanol is hydrogenated until 430 mL of hydrogen is taken up. The reaction mixture is then filtered through diatomaceous earth and concentrated in vacuo to give the title product as a brown gum which is identified by NMR spectral analyses. Reactants: ClC1=NN2C(C3=CC=CC=C13)=NN=C2C2=NC=CN=C2 (6-chloro-3-(pyrazin-2-yl)-1,2,4-triazolo[3,4-a]phthalazine), N1=C(C=CC=C1)CO (2-pyridylcarbinol). Yields the product N1=C(C=NC=C1)C1=NN=C2N1N=C(C1=CC=CC=C21)OCC2=NC=CC=C2 (3-(Pyrazin-2-yl)-6-(pyrid-2-yl)methyloxy-1,2,4-triazolo[3,4-a]phthalazine). As a reaction SMILES: Cl[C:2]1[C:11]2[C:6](=[CH:7][CH:8]=[CH:9][CH:10]=2)[C:5]2=[N:12][N:13]=[C:14]([C:15]3[CH:20]=[N:19][CH:18]=[CH:17][N:16]=3)[N:4]2[N:3]=1.[N:21]1[CH:26]=[CH:25][CH:24]=[CH:23][C:22]=1[CH2:27][OH:28]>>[N:16]1[CH:17]=[CH:18][N:19]=[CH:20][C:15]=1[C:14]1[N:4]2[N:3]=[C:2]([O:28][CH2:27][C:22]3[CH:23]=[CH:24][CH:25]=[CH:26][N:21]=3)[C:11]3[C:6]([C:5]2=[N:12][N:13]=1)=[CH:7][CH:8]=[CH:9][CH:10]=3. Procedure details: The title-compound was prepared from 6-chloro-3-(pyrazin-2-yl)-1,2,4-triazolo[3,4-a]phthalazine and 2-pyridylcarbinol using the procedure given for Example 98, 1H NMR (360 MHz, CDCl3) δ 5.77 (2H, s, CH2), 7.40 (1H, t, J=6.6 Hz, Ar—H), 7.71 (1H, d, J=7.8 Hz, Ar—H), 7.95-8.00 (2H, m, 2 of Ar—H), 8.08 (1H, t, J=7.6 Hz, Ar—H), 8.40 (1H, d, J=8.0 Hz, Ar—H), 8.70 (2H, m, 2 of Ar—H), 8.78 (1H, m, Ar—H), 8.88 (1H, s, Ar—H), 9.58 (1H, s, Ar—H); MS (ES30) m/e 356 [MH]+. The reactants are FC(C(=O)O)(F)F (Trifluoroacetic acid), C(C)(C)(C)OC(=O)NN(C(=O)C1[C@H]2CC[C@@](C1=O)(C2(C)C)C)C2=C(C=CC(=C2)Cl)Cl (N′-(2,5-dichloro-phenyl)-N′-((1R,4R)-4,7,7-trimethyl-3-oxo-bicyclo[2.2.1]heptane-2-carbonyl)-hydrazinecarboxylic acid tert-butyl ester). The solvent is ClCCl (dichloromethane). Reaction conditions: temperature 0 celsius, time 10 minute. Product: ClC1=C(C=C(C=C1)Cl)N1NC=2[C@@]3(CC[C@H](C2C1=O)C3(C)C)C ((4S,7R)-2-(2,5-dichloro-phenyl)-7,8,8-trimethyl-1,2,4,5,6,7-hexahydro-4,7-methano-indazol-3-one). Yield: 85.7%. RXN SMILES: FC(F)(F)C(O)=O.C(OC([NH:15][N:16]([C:30]1[CH:35]=[C:34]([Cl:36])[CH:33]=[CH:32][C:31]=1[Cl:37])[C:17]([CH:19]1[C:24](=O)[C@@:23]2([CH3:29])[C:26]([CH3:28])([CH3:27])[C@@H:20]1[CH2:21][CH2:22]2)=[O:18])=O)(C)(C)C>ClCCl>[Cl:37][C:31]1[CH:32]=[CH:33][C:34]([Cl:36])=[CH:35][C:30]=1[N:16]1[C:17](=[O:18])[C:19]2[C@@H:20]3[C:26]([CH3:27])([CH3:28])[C@@:23]([CH3:29])([CH2:22][CH2:21]3)[C:24]=2[NH:15]1. Procedure: Trifluoroacetic acid (100 mL) was added slowly to a cooled (0° C.) solution of N′-(2,5-dichloro-phenyl)-N′-((1R,4R)-4,7,7-trimethyl-3-oxo-bicyclo[2.2.1]heptane-2-carbonyl)-hydrazinecarboxylic acid tert-butyl ester (˜46.9 mmol) in dichloromethane (100 mL), and the resulting solution was stirred at 0° C. for 10 min and then at room temperature for 2 h. The solvent was evaporated and dichloromethane (200 mL) was added. The solution was washed with water (4×80 mL) and brine (80 mL), dried (magnesium... Starting materials: COC([C@@H](NC(=O)OC1C2CC3CC(CC1C3)C2)CC2=NC3=CC=CC=C3C=C2)=O (N-(2-adamantyloxy-carbonyl)-3-(quinolin-yl)-alanine methylester). The solvent is CCCCC (n-pentane). The product is C12C(C3CC(CC(C1)C3)C2)OC(=O)N[C@@H](CC2=NC3=CC=CC=C3C=C2)C(=O)O (N-(2-adamantyloxy-carbonyl)-3-(quinolin-yl)-alanine). Isolated yield 52.0%. RXN SMILES: C[O:2][C:3](=[O:30])[C@H:4]([CH2:19][C:20]1[CH:29]=[CH:28][C:27]2[C:22](=[CH:23][CH:24]=[CH:25][CH:26]=2)[N:21]=1)[NH:5][C:6]([O:8][CH:9]1[CH:16]2[CH2:17][CH:12]3[CH2:13][CH:14]([CH2:18][CH:10]1[CH2:11]3)[CH2:15]2)=[O:7]>CCCCC>[CH:10]12[CH2:18][CH:14]3[CH2:13][CH:12]([CH2:17][CH:16]([CH2:15]3)[CH:9]1[O:8][C:6]([NH:5][C@H:4]([C:3]([OH:30])=[O:2])[CH2:19][C:20]1[CH:29]=[CH:28][C:27]3[C:22](=[CH:23][CH:24]=[CH:25][CH:26]=3)[N:21]=1)=[O:7])[CH2:11]2. Procedure details: Method was as described for Example 30, Step 5, but using N-(2-adamantyloxy-carbonyl)-3-(quinolin-yl)-alanine methylester (1.0 g, 2 mmol) to obtain N-(2-adamantyloxy-carbonyl)-3-(quinolin-yl)-alanine (0.41 g, 42.4%) as a solid from n-pentane. Starting materials: NCCCC(CN(C[C@H]([C@H](CC1=CC=CC=C1)NC(O[C@H]1CO[C@H]2OCC[C@H]21)=O)O)S(=O)(=O)C2=CC(=CC=C2)NC)(C)C ((3R,3aS,6aR)hexahydrofuro[2,3-b]furan-3-yl N-[(1S,2R)-3-((5-amino-2,2-dimethylpentyl)[3-(methylamino)phenyl]sulfonylamino)-1-benzyl-2-hydroxypropyl]carbamate), C(C)(C)N(C(C)C)CC (N,N-diisopropylethylamine), ClC(=O)OC (methyl chloroformate). Solvent: C1CCOC1 (THF). Product: C(C1=CC=CC=C1)[C@@H]([C@@H](CN(S(=O)(=O)C1=CC(=CC=C1)NC)CC(CCCNC(=O)OC)(C)C)O)NC(O[C@H]1CO[C@H]2OCC[C@H]21)=O ((3R,3aS,6aR)hexahydrofuro[2,3-b]furan-3-yl N-[(1S,2R)-1-benzyl-2-hydroxy-3-(5-[(methoxycarbonyl)amino]-2,2-dimethylpentyl[3-(methylamino)phenyl]sulfonylamino)propyl]carbamate). Isolated yield 98.5%. Reaction SMILES: [NH2:1][CH2:2][CH2:3][CH2:4][C:5]([CH3:43])([CH3:42])[CH2:6][N:7]([S:31]([C:34]1[CH:39]=[CH:38][CH:37]=[C:36]([NH:40][CH3:41])[CH:35]=1)(=[O:33])=[O:32])[CH2:8][C@@H:9]([OH:30])[C@@H:10]([NH:18][C:19](=[O:29])[O:20][C@@H:21]1[C@H:28]2[C@H:24]([O:25][CH2:26][CH2:27]2)[O:23][CH2:22]1)[CH2:11][C:12]1[CH:17]=[CH:16][CH:15]=[CH:14][CH:13]=1.C(N(CC)C(C)C)(C)C.Cl[C:54]([O:56][CH3:57])=[O:55]>C1COCC1>[CH2:11]([C@H:10]([NH:18][C:19](=[O:29])[O:20][C@@H:21]1[C@H:28]2[C@H:24]([O:25][CH2:26][CH2:27]2)[O:23][CH2:22]1)[C@H:9]([OH:30])[CH2:8][N:7]([CH2:6][C:5]([CH3:43])([CH3:42])[CH2:4][CH2:3][CH2:2][NH:1][C:54]([O:56][CH3:57])=[O:55])[S:31]([C:34]1[CH:39]=[CH:38][CH:37]=[C:36]([NH:40][CH3:41])[CH:35]=1)(=[O:33])=[O:32])[C:12]1[CH:17]=[CH:16][CH:15]=[CH:14][CH:13]=1. Reported procedure: A solution of 50 mg (0.081 mmol) of (3R,3aS,6aR)hexahydrofuro[2,3-b]furan-3-yl N-[(1S,2R)-3-((5-amino-2,2-dimethylpentyl)[3-(methylamino)phenyl]sulfonylamino)-1-benzyl-2-hydroxypropyl]carbamate and 17 μL (0.097 mmol) of N,N-diisopropylethylamine in 4 mL of anhydrous THF at 0° C. was treated with 6.9 μL (0.089 mmol) of methyl chloroformate. The solution was allowed to warm to RT with stirring. After 18 hours the solution was concentrated in vacuo and the residue was subjected to flash chromatogra... Reactants: C(C)(=O)OCC=1C=2N(C=CC1)C(=CN2)C (8-(acetoxymethyl)-3-methylimidazo[1,2-a]pyridine), SC=1NC2=C(N1)C=CC=C2 (2-mercaptobenzimidazole). The solvent is Br (hydrogen bromide), C(C)(=O)O (acetic acid). Product: CC1=CN=C2N1C=CC=C2CSC2=NC1=C(N2)C=CC=C1 (2-[[(3-methylimidazo[1,2-a]pyridin-8-yl)methyl]thio]-1H-benzimidazole). Yield: 64.9%. Reaction SMILES: C(O[CH2:5][C:6]1[C:7]2[N:8]([C:12]([CH3:15])=[CH:13][N:14]=2)[CH:9]=[CH:10][CH:11]=1)(=O)C.[SH:16][C:17]1[NH:18][C:19]2[CH:25]=[CH:24][CH:23]=[CH:22][C:20]=2[N:21]=1>Br.C(O)(=O)C>[CH3:15][C:12]1[N:8]2[CH:9]=[CH:10][CH:11]=[C:6]([CH2:5][S:16][C:17]3[NH:21][C:20]4[CH:22]=[CH:23][CH:24]=[CH:25][C:19]=4[N:18]=3)[C:7]2=[N:14][CH:13]=1. Procedure: A mixture of 5.0 g (30 mmole) of 3-(acetoxymethyl)-2-pyridinamine and 4.8 g (35 mmole) of 2-bromopropanal spontaneously heated upon mixing. After cooling, the mixture was partitioned between aqueous potassium carbonate and dichloromethane. The organic phase was separated, washed with water, dried over magnesium sulfate, filtered, and concentrated in vacuo. Chromatography on silica gel (using ethanol-dichloromethane as eluent) yielded 2.3 g of 8-(acetoxymethyl)-3-methylimidazo[1,2-a]pyridine, as ... The reactants are [OH-].[Na+] (sodium hydroxide), ice, O1OCC=CC=C1 (dioxepin), C(C)(C)(C)O (t-butanol), Cl[O-].[Ca+2].Cl[O-] (calcium hypochlorite), C(=O)=O (carbon dioxide). Run in O (water). Reaction conditions: time 30 minute. Product: CC1(OCC2OC2CO1)C (4,4-Dimethyl-3,5,8-trioxabicyclo-[5.1.0]-octane). The yield is 68.0%. RXN SMILES: [O:1]1[CH:7]=[CH:6][CH:5]=[CH:4]CO1.Cl[O-].[Ca+2].Cl[O-].C(=O)=[O:14].[OH-].[Na+].[C:18]([OH:22])(C)([CH3:20])[CH3:19]>O>[CH3:19][C:18]1([CH3:20])[O:22][CH2:4][CH:5]2[CH:6]([O:14]2)[CH2:7][O:1]1 |f:1.2.3,5.6|. Procedure: To an ice-cold (0°-5° C.), stirred solution of the dioxepin (150.0 g, 1.18 mole) in a mixture of t-butanol (250 ml) and water (150 ml) was added, during 1 hr, powdered calcium hypochlorite (59%; 150 g, 0.62 mole), portionwise, with continuous bubbling of carbon dioxide through the solution. After 30 min, aqueous 50% sodium hydroxide (160 g, 2 moles) was added and the suspension was refluxed, with stirring, using an oil bath (100°) for 1.5 hr. The mixture was filtered and the organic layer of the... Starting materials: C(C1=CC=CC=C1)N1C(=C(C2=C(C=CC=C12)C1=CC=C(C=C1)O)C)C1=CC=CC=C1 (4-(1-benzyl-3-methyl-2-phenyl-1H-indol-4-yl)-phenol), C(=O)([O-])[O-].[K+].[K+] (K2CO3), BrCC#N (bromoacetonitrile). The solvent is CC(=O)C (acetone). The product is C(C1=CC=CC=C1)N1C(=C(C2=C(C=CC=C12)C1=CC=C(OCC#N)C=C1)C)C1=CC=CC=C1 ([4-(1-Benzyl-3-methyl-2-phenyl-1H-indol-4-yl)-phenoxy]-acetonitrile), product. Isolated yield 94.8%. RXN SMILES: [CH2:1]([N:8]1[C:16]2[C:11](=[C:12]([C:17]3[CH:22]=[CH:21][C:20]([OH:23])=[CH:19][CH:18]=3)[CH:13]=[CH:14][CH:15]=2)[C:10]([CH3:24])=[C:9]1[C:25]1[CH:30]=[CH:29][CH:28]=[CH:27][CH:26]=1)[C:2]1[CH:7]=[CH:6][CH:5]=[CH:4][CH:3]=1.C([O-])([O-])=O.[K+].[K+].Br[CH2:38][C:39]#[N:40]>CC(C)=O>[CH2:1]([N:8]1[C:16]2[C:11](=[C:12]([C:17]3[CH:22]=[CH:21][C:20]([O:23][CH2:38][C:39]#[N:40])=[CH:19][CH:18]=3)[CH:13]=[CH:14][CH:15]=2)[C:10]([CH3:24])=[C:9]1[C:25]1[CH:30]=[CH:29][CH:28]=[CH:27][CH:26]=1)[C:2]1[CH:3]=[CH:4][CH:5]=[CH:6][CH:7]=1 |f:1.2.3|. Procedure: The desired product was prepared using a procedure similar to step 5 of example 3. Thus, 4-(1-benzyl-3-methyl-2-phenyl-1H-indol-4-yl)-phenol (0.260 g, 0.668 mmol) was reacted with K2CO3 (0.111 g, 0.802 mmol) and bromoacetonitrile (0.096 g, 0.802 mmol) in acetone (5 ml) to give the product (0.271 g, 0.633 mmol, 95%) as a viscous oil. 1H NMR (DMSO-d6) δ 1.72 (s, 3H), 5.22 (s, 2H), 5.33 (s, 2H), 6.85-6.89 (m, 3H), 7.11-7.14 (m, 3H), 7.17 (t, J=7.2 Hz, 1H), 7.22 (t, J=7.0 Hz, 2H), 7.33-7.35 (m, 3H),...